From a dataset of the Open Reaction Database (ORD), a public repository of structured organic reaction records. describe an organic reaction: reactants, conditions, products, and yield Reactants: C(CCCC)C1=CC=C(CN)C=C1 (4-pentylbenzylamine), C(C)(=O)O.NCC1=CC2=C(OC(OC2=O)(C)C)C=C1 (6-(aminomethyl)-2,2-dimethyl-4H-1,3-benzodioxin-4-one acetate), ClCC1=CC=C(C(=O)Cl)C=C1 (4-(chloromethyl)benzoyl chloride), O(C1=CC=CC=C1)CC(=O)Cl (phenoxyacetyl chloride). Yields the product OC1=C(C(=O)O)C=C(C=C1)CN(C(COC1=CC=CC=C1)=O)CC1=CC=C(C=C1)C(=O)NCC1=CC=C(C=C1)CCCCC (2-hydroxy-5-{[(4-{[(4-pentylbenzyl)amino]carbonyl}benzyl)(phenoxyacetyl)amino]methyl}benzoic acid). Reaction SMILES: [CH2:1]([C:6]1[CH:13]=[CH:12][C:9]([CH2:10][NH2:11])=[CH:8][CH:7]=1)[CH2:2][CH2:3][CH2:4][CH3:5].Cl[CH2:15][C:16]1[CH:24]=[CH:23][C:19]([C:20](Cl)=[O:21])=[CH:18][CH:17]=1.[O:25]([CH2:32][C:33](Cl)=[O:34])[C:26]1[CH:31]=[CH:30][CH:29]=[CH:28][CH:27]=1.C(O)(=O)C.[NH2:40][CH2:41][C:42]1[CH:54]=[CH:53][C:45]2[O:46]C(C)(C)[O:48][C:49](=[O:50])[C:44]=2[CH:43]=1>>[OH:46][C:45]1[CH:53]=[CH:54][C:42]([CH2:41][N:40]([CH2:15][C:16]2[CH:24]=[CH:23][C:19]([C:20]([NH:11][CH2:10][C:9]3[CH:12]=[CH:13][C:6]([CH2:1][CH2:2][CH2:3][CH2:4][CH3:5])=[CH:7][CH:8]=3)=[O:21])=[CH:18][CH:17]=2)[C:33](=[O:34])[CH2:32][O:25][C:26]2[CH:31]=[CH:30][CH:29]=[CH:28][CH:27]=2)=[CH:43][C:44]=1[C:49]([OH:50])=[O:48] |f:3.4|. Procedure: The title compound was prepared following the procedure A using 4-pentylbenzylamine, 4-(chloromethyl)benzoyl chloride, phenoxyacetyl chloride and 6-(aminomethyl)-2,2-dimethyl-4H-1,3-benzodioxin-4-one acetate. M+(ESI): 595.5